This data is from the Open Reaction Database (ORD), a public repository of structured organic reaction records. The task is: describe an organic reaction: reactants, conditions, products, and yield Reaction conditions: time 2 hour. As a reaction SMILES: [NH2:1][C:2]1[CH:24]=[CH:23][C:5]([C:6]([N:8]2[CH2:13][CH2:12][N:11]([CH2:14][CH2:15][C:16]3[CH:21]=[CH:20][C:19]([Cl:22])=[CH:18][CH:17]=3)[CH2:10][CH2:9]2)=[O:7])=[CH:4][CH:3]=1.[CH2:25]([O:32][C:33](Cl)=[O:34])[C:26]1[CH:31]=[CH:30][CH:29]=[CH:28][CH:27]=1>O1CCOCC1.C1(C)C=CC=CC=1.O>[CH2:25]([O:32][C:33]([NH:1][C:2]1[CH:3]=[CH:4][C:5]([C:6]([N:8]2[CH2:13][CH2:12][N:11]([CH2:14][CH2:15][C:16]3[CH:21]=[CH:20][C:19]([Cl:22])=[CH:18][CH:17]=3)[CH2:10][CH2:9]2)=[O:7])=[CH:23][CH:24]=1)=[O:34])[C:26]1[CH:31]=[CH:30][CH:29]=[CH:28][CH:27]=1. The solvent is C1(=CC=CC=C1)C (toluene), O (water), O1CCOCC1 (dioxane), O1CCOCC1 (dioxane). Starting materials: C(C1=CC=CC=C1)OC(=O)Cl (chloroformic acid benzyl ester), solution, NC1=CC=C(C(=O)N2CCN(CC2)CCC2=CC=C(C=C2)Cl)C=C1 (1-[4-aminobenzoyl]-4-[2-(4-chlorophenyl)ethyl]-piperazine). Product: C(C1=CC=CC=C1)OC(=O)NC1=CC=C(C(=O)N2CCN(CC2)CCC2=CC=C(C=C2)Cl)C=C1 (1-[4-(N-benzyloxycarbonylamino)benzoyl]-4-[2-(4-chlorophenyl)ethyl]-piperazine). Procedure: 8 g of 1-[4-aminobenzoyl]-4-[2-(4-chlorophenyl)ethyl]-piperazine are dissolved in 200 ml of dioxane. 8.7 g of chloroformic acid benzyl ester in the form of a 50% solution in toluene are added dropwise thereto at 15°. After 2 hours at room temperature, the reaction mixture is diluted with water, dioxane is distilled off and the aqueous phase is rendered alkaline with 2N sodium hydroxide solution and extracted by shaking with ethyl acetate. The oil obtained from the ethyl acetate is crystallised f... RXN SMILES: [N:1]([C:4]1[CH:5]=[N:6][CH:7]=[CH:8][CH:9]=1)=[C:2]=[S:3].[OH:10][CH2:11][CH:12]1[NH:17][CH2:16][C:15]2[CH:18]=[CH:19][S:20][C:14]=2[CH2:13]1.C(O)(C)C.C(OC(C)C)(C)C>C(O)C>[OH:10][CH2:11][CH:12]1[N:17]([C:2](=[S:3])[NH:1][C:4]2[CH:5]=[N:6][CH:7]=[CH:8][CH:9]=2)[CH2:16][C:15]2[CH:18]=[CH:19][S:20][C:14]=2[CH2:13]1. Reaction conditions: temperature 20 celsius, time 20 hour. Yield: 75.4%. Starting materials: N(=C=S)C=1C=NC=CC1 (3-isothiocyanatopyridine), OCC1CC2=C(CN1)C=CS2 ((RS)-6-hydroxymethyl-4,5,6,7-tetrahydrothieno[3,2-c]pyridine), C(C)(C)O (isopropanol), C(C)(C)OC(C)C (diisopropyl ether). Product: OCC1CC2=C(CN1C(NC=1C=NC=CC1)=S)C=CS2 ((RS)- 6-Hydroxymethyl-5-[(pyrid-3-yl)thiocarbamoyl]-4,5,6,7-tetrahydrothieno[3,2-c]pyridine). Reported procedure: A solution of 3-isothiocyanatopyridine (1.36 g) in absolute ethanol (40 cc) is added dropwise, at a temperature of about 0° C., to a solution of (RS)-6-hydroxymethyl-4,5,6,7-tetrahydrothieno[3,2-c]pyridine (1.69 g) in absolute ethanol (60 cc). The resulting solution is stirred for 20 hours at a temperature of about 20° C. and the solid formed is then filtered off. The filtrate is evaporated to dryness under reduced pressure (25 mm Hg; 3.3 kPa) at 40° C. and a white solid is obtained which is com... The solvent is C(C)O (ethanol), C(C)O (ethanol).